This data is from the Open Reaction Database (ORD), a public repository of structured organic reaction records. The task is: describe an organic reaction: reactants, conditions, products, and yield Reactants: CC(=O)C1=CC=C2C(=Cc3ccccc32)C1=O, C1COCCO1, O=[Se]=O. Product: O=CC(=O)C1=CC=C2C(=Cc3ccccc32)C1=O. RXN SMILES: [C:1]([CH3:2])(=[O:3])[C:4]1=[CH:16][CH:15]=[C:14]2[C:6](=[CH:7][c:8]3[cH:9][cH:10][cH:11][cH:12][c:13]32)[C:5]1=[O:17].[O:21]1[CH2:22][CH2:23][O:24][CH2:25][CH2:26]1.[Se:18](=[O:19])=[O:20]>>[C:1]([CH:2]=[O:19])(=[O:3])[C:4]1=[CH:16][CH:15]=[C:14]2[C:6](=[CH:7][c:8]3[cH:9][cH:10][cH:11][cH:12][c:13]32)[C:5]1=[O:17]. As a reaction SMILES: [C:51](=[O:52])([OH:53])[O-:54].[CH2:22]([N:23]([CH:24]([CH3:25])[CH3:26])[CH:27]([CH3:28])[CH3:29])[CH3:30].[CH3:1][NH:2][c:3]1[cH:4][n:5][c:6]([N:16]2[CH2:17][CH2:18][O:19][CH2:20][CH2:21]2)[cH:7][c:8]1-[c:9]1[c:10]([CH3:15])[cH:11][cH:12][cH:13][cH:14]1.[Cl:56][CH2:57][Cl:58].[F:31][C:32]([c:33]1[cH:34][c:35]([C:43]([C:44](=[O:45])[Cl:46])([CH3:47])[CH3:48])[cH:36][c:37]([C:39]([F:40])([F:41])[F:42])[cH:38]1)([F:49])[F:50].[Na+:55]>>[CH3:1][N:2]([c:3]1[cH:4][n:5][c:6]([N:16]2[CH2:17][CH2:18][O:19][CH2:20][CH2:21]2)[cH:7][c:8]1-[c:9]1[c:10]([CH3:15])[cH:11][cH:12][cH:13][cH:14]1)[C:44]([C:43]([c:35]1[cH:34][c:33]([C:32]([F:31])([F:49])[F:50])[cH:38][c:37]([C:39]([F:40])([F:41])[F:42])[cH:36]1)([CH3:47])[CH3:48])=[O:45]. Yields the product Cc1ccccc1-c1cc(N2CCOCC2)ncc1N(C)C(=O)C(C)(C)c1cc(C(F)(F)F)cc(C(F)(F)F)c1. Reactants: O=C([O-])O, CCN(C(C)C)C(C)C, CNc1cnc(N2CCOCC2)cc1-c1ccccc1C, ClCCl, CC(C)(C(=O)Cl)c1cc(C(F)(F)F)cc(C(F)(F)F)c1, [Na+].